This data is from the Open Reaction Database (ORD), a public repository of structured organic reaction records. The task is: describe an organic reaction: reactants, conditions, products, and yield Starting materials: Brc1cccc(Br)n1, CCCCO, NN. Product: NNc1cccc(Br)n1. Reaction SMILES: [Br:1][c:2]1[n:3][c:4]([Br:8])[cH:5][cH:6][cH:7]1.[CH2:11]([OH:12])[CH2:13][CH2:14][CH3:15].[NH2:9][NH2:10]>>[Br:1][c:2]1[n:3][c:4]([NH:9][NH2:10])[cH:5][cH:6][cH:7]1. Reactants: C(C1=CC=CC=C1)OC1=C(C=CC(=C1)C1=NN(C=C1)COCC1=CC=CC=C1)N1CC(NS1(=O)=O)=O (5-[2-benzyloxy-4-(1-benzyloxymethyl-1H-pyrazol-3-yl)-phenyl]-1,1-dioxo-1,2,5-thiadiazolidin-3-one). Reagents/catalysts: [Pd] (Pd/C). Run in CCO.O (EtOH water). Yields the product OC1=C(C=CC(=C1)C1=NNC=C1)N1CC(NS1(=O)=O)=O (5-[2-Hydroxy-4-(1H-pyrazol-3-yl)-phenyl]-1,1-dioxo-1,2,5-thiadiazolidin-3-one). RXN SMILES: C([O:8][C:9]1[CH:14]=[C:13]([C:15]2[CH:19]=[CH:18][N:17](COCC3C=CC=CC=3)[N:16]=2)[CH:12]=[CH:11][C:10]=1[N:29]1[S:33](=[O:35])(=[O:34])[NH:32][C:31](=[O:36])[CH2:30]1)C1C=CC=CC=1>CCO.O.[Pd]>[OH:8][C:9]1[CH:14]=[C:13]([C:15]2[CH:19]=[CH:18][NH:17][N:16]=2)[CH:12]=[CH:11][C:10]=1[N:29]1[S:33](=[O:35])(=[O:34])[NH:32][C:31](=[O:36])[CH2:30]1 |f:1.2|. Reported procedure: A solution of 5-[2-benzyloxy-4-(1-benzyloxymethyl-1H-pyrazol-3-yl)-phenyl]-1,1-dioxo-1,2,5-thiadiazolidin-3-one in 10 mL of EtOH/water (1:1) is hydrogenated over 10% Pd/C (15 mg) at 1 atm for 18 h. The catalyst is filtered and the filtrate evaporated. The residue is re-dissolved in EtOH/HOAc (3:1) and hydrogenated over 10% Pd/C for 18 h. The catalyst is filtered and the filtrate evaporated to give the title compound: (M−1)−=293.